Dataset: the Open Reaction Database (ORD), a public repository of structured organic reaction records. Task: describe an organic reaction: reactants, conditions, products, and yield Starting materials: BrCC1=CC=C(C#N)C=C1 (4-bromomethyl-benzonitrile), C([O-])([O-])=O.[K+].[K+] (potassium carbonate), C1(=CC(=CC(=C1)C)C)C (mesitylene), Cl (hydrochloric acid), [C]=O (carbon monoxide). Reagents/catalysts: [C-]#[O+].[C-]#[O+].[C-]#[O+].[C-]#[O+].[C-]#[O+].[Fe] (iron pentacarbonyl). The solvent is CO (methanol), O (water). Conditions: time 16 hour. Product: C(#N)C1=CC=C(C=C1)CC(=O)OC (Methyl (4-cyano-phenyl)-acetate). Reaction SMILES: Br[CH2:2][C:3]1[CH:10]=[CH:9][C:6]([C:7]#[N:8])=[CH:5][CH:4]=1.[C:11](=[O:14])([O-])[O-:12].[K+].[K+].[C:17]1(C)C=C(C)C=C(C)C=1.[C]=O.Cl>[C-]#[O+].[C-]#[O+].[C-]#[O+].[C-]#[O+].[C-]#[O+].[Fe].O.CO>[C:7]([C:6]1[CH:9]=[CH:10][C:3]([CH2:2][C:11]([O:12][CH3:17])=[O:14])=[CH:4][CH:5]=1)#[N:8] |f:1.2.3,7.8.9.10.11.12,^3:25|. Procedure: 30.0 g (0.15 mol) of 4-bromomethyl-benzonitrile, 2.0 ml (0.12 mol) of iron pentacarbonyl, 29.0 g potassium carbonate, 10.0 ml mesitylene and 250 ml absolute methanol are placed in a pressure vessel and about 3.5 l carbon monoxide gas is introduced. The reaction mixture is shaken for 16 hours at ambient temperature, mixed with water, neutralised with hydrochloric acid and extracted with ethyl acetate. The combined organic extracts are washed with sodium hydrogen carbonate solution, dried and evap...